This data is from the Open Reaction Database (ORD), a public repository of structured organic reaction records. The task is: describe an organic reaction: reactants, conditions, products, and yield Yields the product COC(=O)c1cc(Cc2c(C)c(OC)c(OC)c(OC)c2OC)ccc1O. RXN SMILES: [C:39].[CH3:1][O:2][c:3]1[c:4]([CH3:34])[c:5]([CH2:6][c:7]2[cH:8][cH:9][c:10]([O:17][CH2:18][c:19]3[cH:20][cH:21][cH:22][cH:23][cH:24]3)[c:11]([C:12](=[O:13])[O:14][CH3:15])[cH:16]2)[c:25]([O:32][CH3:33])[c:26]([O:30][CH3:31])[c:27]1[O:28][CH3:29].[CH3:37][OH:38].[H:35][H:36].[Pd:40]>>[CH3:1][O:2][c:3]1[c:4]([CH3:34])[c:5]([CH2:6][c:7]2[cH:8][cH:9][c:10]([OH:17])[c:11]([C:12](=[O:13])[O:14][CH3:15])[cH:16]2)[c:25]([O:32][CH3:33])[c:26]([O:30][CH3:31])[c:27]1[O:28][CH3:29]. The reactants are C, COC(=O)c1cc(Cc2c(C)c(OC)c(OC)c(OC)c2OC)ccc1OCc1ccccc1, CO, [H][H], [Pd]. Reactants: Cl.O.N1CCC(CC1)=O (4-piperidone monohydrate hydrochloride), C([O-])([O-])=O.[K+].[K+] (potassium carbonate), [I-].[Na+] (sodium iodide), S(=O)(=O)([O-])C1=CC=C(C)C=C1 (tosylate). Run in C(C)#N (acetonitrile). Reaction conditions: time 8 hour. The product is O1COC(CC1)CCN1CCC(CC1)=O (1-[2-(1,3-dioxan-4-yl)ethyl]piperidin-4-one). The yield is 98.0%. RXN SMILES: Cl.O.[NH:3]1[CH2:8][CH2:7][C:6](=[O:9])[CH2:5][CH2:4]1.[C:10](=[O:13])([O-])[O-:11].[K+].[K+].S([C:20]1[CH:26]=[CH:25]C(C)=[CH:22][CH:21]=1)([O-])(=O)=O.[I-].[Na+]>C(#N)C>[O:11]1[CH2:22][CH2:21][CH:20]([CH2:26][CH2:25][N:3]2[CH2:8][CH2:7][C:6](=[O:9])[CH2:5][CH2:4]2)[O:13][CH2:10]1 |f:0.1.2,3.4.5,7.8|. Procedure details: To a suspension of 4-piperidone monohydrate hydrochloride (1.26 g, 8.23 mmol) in acetonitrile (100 mL), potassium carbonate (3.4 g, 24.6 mmol) was added, followed by the tosylate 128NLS46-B (3.54 g, 12.36 mmol) and sodium iodide (1.85 g, 12.35 mmol) and stirring was continued overnight at 60° C. The mixture was filtered, the filtrate evaporated in vacuo and the residue partitioned between 1M NaOH and ethyl acetate. The organic layer was separated, the aqueous layer extracted twice with ethyl ace...